This data is from the Open Reaction Database (ORD), a public repository of structured organic reaction records. The task is: describe an organic reaction: reactants, conditions, products, and yield The reactants are CN(C)c1cc(NC(=O)OC(C)(C)C)c(NC(=O)CC(=O)c2cccc(C#N)c2)cc1C(F)(F)F, ClCCl, O=C(O)C(F)(F)F. The product is CN(C)c1cc2c(cc1C(F)(F)F)NC(=O)CC(c1cccc(C#N)c1)=N2. As a reaction SMILES: [C:1]([O:2][C:3](=[O:4])[NH:7][c:8]1[c:9]([NH:21][C:22]([CH2:23][C:24](=[O:5])[c:26]2[cH:27][c:28]([C:32]#[N:33])[cH:29][cH:30][cH:31]2)=[O:34])[cH:10][c:11]([C:17]([F:18])([F:19])[F:20])[c:12]([N:14]([CH3:15])[CH3:16])[cH:13]1)([CH3:6])([CH3:25])[CH3:35].[Cl:43][CH2:44][Cl:45].[F:36][C:37]([F:38])([F:39])[C:40]([OH:41])=[O:42]>>[N:7]1=[C:24]([c:26]2[cH:27][c:28]([C:32]#[N:33])[cH:29][cH:30][cH:31]2)[CH2:23][C:22](=[O:34])[NH:21][c:9]2[c:8]1[cH:13][c:12]([N:14]([CH3:15])[CH3:16])[c:11]([C:17]([F:18])([F:19])[F:20])[cH:10]2. Reactants: C(=O)([O-])[O-].[Na+].[Na+] (Na2CO3), BrC=1C=C(C(=O)NC2=CC=C(C=C2)OC(F)(F)Cl)C=CC1F (3-Bromo-N-(4-(chlorodifluoromethoxy)phenyl)-4-fluorobenzamide), TEA, Cl.Cl.N[C@@H]1[C@H](CNC1)O ((3S,4S)-4-aminopyrrolidin-3-ol dihydrochloride). The solvent is CS(=O)C (DMSO). Conditions: temperature 100 celsius, time 40 hour. Product: N[C@H]1CN(C[C@@H]1O)C1=C(C=C(C(=O)NC2=CC=C(C=C2)OC(F)(F)Cl)C=C1)Br (4-((3S,4S)-3-Amino-4-hydroxypyrrolidin-1-yl)-3-bromo-N-(4-(chlorodifluoromethoxy)phenyl)benzamide). RXN SMILES: [Br:1][C:2]1[CH:3]=[C:4]([CH:19]=[CH:20][C:21]=1F)[C:5]([NH:7][C:8]1[CH:13]=[CH:12][C:11]([O:14][C:15]([Cl:18])([F:17])[F:16])=[CH:10][CH:9]=1)=[O:6].Cl.Cl.[NH2:25][C@H:26]1[CH2:30][NH:29][CH2:28][C@@H:27]1[OH:31].C([O-])([O-])=O.[Na+].[Na+]>CS(C)=O>[NH2:25][C@@H:26]1[C@@H:27]([OH:31])[CH2:28][N:29]([C:21]2[CH:20]=[CH:19][C:4]([C:5]([NH:7][C:8]3[CH:13]=[CH:12][C:11]([O:14][C:15]([Cl:18])([F:17])[F:16])=[CH:10][CH:9]=3)=[O:6])=[CH:3][C:2]=2[Br:1])[CH2:30]1 |f:1.2.3,4.5.6|. Procedure details: 3-Bromo-N-(4-(chlorodifluoromethoxy)phenyl)-4-fluorobenzamide (240 mg, 0.596 mmol) and TEA (0.332 mL, 2.384 mmol) were added to a vial containing DMSO (0.5 mL). (3S,4S)-4-aminopyrrolidin-3-ol dihydrochloride (Stage 245.2, 128 mg, 0.715 mmol) was added. The RM was stirred at 100° C. for 40 h. The RM was treated with sat. aq. Na2CO3 (50 mL) and was extracted with EtOAc. The combined extracts were washed with water (30 mL) and brine (30 mL), dried over Na2SO4, filtered and the filtrate was evaporat...